This data is from the Open Reaction Database (ORD), a public repository of structured organic reaction records. The task is: describe an organic reaction: reactants, conditions, products, and yield Reactants: Br, Br, CO, COC(CN=C=S)OC, Oc1ccc(N2CCNCC2)cc1, [Na+], [OH-]. The product is COC(CNC(=S)N1CCN(c2ccc(O)cc2)CC1)OC. RXN SMILES: [BrH:1].[BrH:2].[CH3:27][OH:28].[N:16](=[C:17]=[S:18])[CH2:19][CH:20]([O:21][CH3:22])[O:23][CH3:24].[N:3]1([c:9]2[cH:10][cH:11][c:12]([OH:15])[cH:13][cH:14]2)[CH2:4][CH2:5][NH:6][CH2:7][CH2:8]1.[Na+:26].[OH-:25]>>[N:3]1([c:9]2[cH:10][cH:11][c:12]([OH:15])[cH:13][cH:14]2)[CH2:4][CH2:5][N:6]([C:17]([NH:16][CH2:19][CH:20]([O:21][CH3:22])[O:23][CH3:24])=[S:18])[CH2:7][CH2:8]1. Reactants: OC1=C(C=C(C=C1C)C1=NC2=CC=C(C=C2C(N1)=O)[N+](=O)[O-])C (2-(4-hydroxy-3,5-dimethyl-phenyl)-6-nitro-3H-quinazolin-4-one). The reagents and catalysts are [Pd] (palladium on activated carbon). Solvent: CN(C=O)C (dimethyl formamide). The product is NC=1C=C2C(NC(=NC2=CC1)C1=CC(=C(C(=C1)C)O)C)=O (6-amino-2-(4-hydroxy-3,5-dimethyl-phenyl)-3H-quinazolin-4-one). The yield is 66.1%. As a reaction SMILES: [OH:1][C:2]1[C:7]([CH3:8])=[CH:6][C:5]([C:9]2[NH:18][C:17](=[O:19])[C:16]3[C:11](=[CH:12][CH:13]=[C:14]([N+:20]([O-])=O)[CH:15]=3)[N:10]=2)=[CH:4][C:3]=1[CH3:23]>CN(C)C=O.[Pd]>[NH2:20][C:14]1[CH:15]=[C:16]2[C:11](=[CH:12][CH:13]=1)[N:10]=[C:9]([C:5]1[CH:6]=[C:7]([CH3:8])[C:2]([OH:1])=[C:3]([CH3:23])[CH:4]=1)[NH:18][C:17]2=[O:19]. Procedure details: To a round-bottomed flask were added 2-amino-5-nitro-benzamide (0.681 g, 3.76 mmol), 4-hydroxy-3,5-dimethyl-benzaldehyde (0.565 g, 3.76 mmol), sodium bisulfite (0.747 g, 4.2 mmol), p-toluenesulfonic acid, monohydrate (0.072 g, 0.376 mmol) and N,N-dimethylacetamide (60 mL). The reaction mixture was refluxed at 155° C. for 16 h before being cooled to room temperature. Water was added and the precipitated solid was filtered off, washed with water and methanol to obtain a crude which was purified by... Reactants: O=C1C=CC(=O)O1, O=C1C=CC(=O)O1, C=CCCCCCC, CCCCCCCC, [Cu], [NH4+], [Na+], [Na], [OH-], [OH-], O. As a reaction SMILES: [C:16]1(=[O:17])[O:18][C:19](=[O:20])[CH:21]=[CH:22]1.[C:1]1(=[O:7])[CH:2]=[CH:3][C:4](=[O:5])[O:6]1.[CH2:23]=[CH:24][CH2:25][CH2:26][CH2:27][CH2:28][CH2:29][CH3:30].[CH3:8][CH2:9][CH2:10][CH2:11][CH2:12][CH2:13][CH2:14][CH3:15].[Cu:37].[NH4+:34].[Na+:32].[Na:33].[OH-:31].[OH-:35].[OH2:36]>>[C:1]1(=[O:7])[CH:2]=[CH:3][C:4](=[O:5])[O:6]1.[CH2:8]=[CH:9][CH2:10][CH2:11][CH2:12][CH2:13][CH2:14][CH3:15].[Na:33]. The product is O=C1C=CC(=O)O1, C=CCCCCCC, [Na]. The reactants are BrBr (bromine), C(C1=CC=CC=C1)(C1=CC=CC=C1)O (benzhydrol), BrCC(CC(=O)Br)=O (bromoacetoacetyl bromide), C=C1CC(=O)O1 (diketene). Solvent: C(Cl)Cl (methylene chloride), C(C)N(CC)CC (triethylamine), C(Cl)Cl (methylene chloride), C(Cl)Cl (methylene chloride). Reaction conditions: temperature 0 celsius. Yields the product BrCC(CC(=O)OC(C1=CC=CC=C1)C1=CC=CC=C1)=O (benzhydryl 4-bromo-3-oxobutyrate). Reaction SMILES: C=C1OC(=O)C1.BrBr.[CH:9]([OH:22])([C:16]1[CH:21]=[CH:20][CH:19]=[CH:18][CH:17]=1)[C:10]1[CH:15]=[CH:14][CH:13]=[CH:12][CH:11]=1.[Br:23][CH2:24][C:25](=[O:30])[CH2:26][C:27](Br)=[O:28]>C(Cl)Cl.C(N(CC)CC)C>[Br:23][CH2:24][C:25](=[O:30])[CH2:26][C:27]([O:22][CH:9]([C:16]1[CH:17]=[CH:18][CH:19]=[CH:20][CH:21]=1)[C:10]1[CH:15]=[CH:14][CH:13]=[CH:12][CH:11]=1)=[O:28]. Procedure: In 10.5 ml of methylene chloride there were dissolved 2.1 g of diketene, and at a temperature not exceeding -30° C., a solution of 4.0 g of bromine in 12.5 ml of methylene chloride was added dropwise to the solution with stirring. After the dropwise addition was completed, the mixture was maintained at 0° C. for 10 minutes. Separately, 3.68 g of benzhydrol were dissolved in 25 ml of methylene chloride, followed by addition of 2.02 g of triethylamine. Under stirring at a temperature not exceeding... Reactants: O=C([O-])O, CCOC(C)=O, O=C(Cl)c1c(F)cccc1F, CCOCc1cc(OC)c(-c2ccc(CC(N)C(=O)OCC)cc2)c(OC)c1, [Na+], O, Cc1ccc(S(=O)(=O)O)cc1. Yields the product CCOCc1cc(OC)c(-c2ccc(CC(NC(=O)c3c(F)cccc3F)C(=O)OCC)cc2)c(OC)c1. As a reaction SMILES: [C:40](=[O:41])([O-:42])[OH:43].[CH3:57][CH2:58][O:59][C:60](=[O:61])[CH3:62].[F:46][c:47]1[c:48]([C:49](=[O:50])[Cl:51])[c:52]([F:56])[cH:53][cH:54][cH:55]1.[NH2:12][CH:13]([C:14](=[O:15])[O:16][CH2:17][CH3:18])[CH2:19][c:20]1[cH:21][cH:22][c:23](-[c:26]2[c:27]([O:38][CH3:39])[cH:28][c:29]([CH2:34][O:35][CH2:36][CH3:37])[cH:30][c:31]2[O:32][CH3:33])[cH:24][cH:25]1.[Na+:44].[OH2:45].[c:1]1([CH3:2])[cH:3][cH:4][c:5]([S:6]([OH:7])(=[O:8])=[O:9])[cH:10][cH:11]1>>[NH:12]([CH:13]([C:14](=[O:15])[O:16][CH2:17][CH3:18])[CH2:19][c:20]1[cH:21][cH:22][c:23](-[c:26]2[c:27]([O:38][CH3:39])[cH:28][c:29]([CH2:34][O:35][CH2:36][CH3:37])[cH:30][c:31]2[O:32][CH3:33])[cH:24][cH:25]1)[C:49]([c:48]1[c:47]([F:46])[cH:55][cH:54][cH:53][c:52]1[F:56])=[O:50].